From a dataset of the Open Reaction Database (ORD), a public repository of structured organic reaction records. describe an organic reaction: reactants, conditions, products, and yield The reactants are Cl.BrC=1C=C2C(=C(N=NC2=CC1OC)C(=O)N)NC1=C(C=C(C=C1)C)F (6-bromo-4-(2-fluoro-4-methylphenylamino)-7-methoxycinnoline-3-carboxamide hydrochloride), CC1(OB(OC1(C)C)C1=CCN(CC1)C(=O)OC(C)(C)C)C (tert-butyl 4-(4,4,5,5-tetramethyl-1,3,2-dioxaborolan-2-yl)-5,6-dihydropyridine-1(2H)-carboxylate), P(=O)([O-])([O-])[O-].[K+].[K+].[K+] (tripotassium phosphate), C1(CCCCC1)P(C1=C(C=CC=C1)C1=C(C=CC=C1OC)OC)C1CCCCC1 (dicyclohexyl(2′,6′-dimethoxybiphenyl-2-yl)phosphine). Reagents/catalysts: C=1C=CC(=CC1)/C=C/C(=O)/C=C/C2=CC=CC=C2.C=1C=CC(=CC1)/C=C/C(=O)/C=C/C2=CC=CC=C2.C=1C=CC(=CC1)/C=C/C(=O)/C=C/C2=CC=CC=C2.[Pd].[Pd] (tris(dibenzylideneacetone)dipalladium(0)). The solvent is C(CCC)O (n-butanol), O (water). Reaction conditions: temperature 100 celsius, time 8 hour. Product: NC(=O)C=1N=NC2=CC(=C(C=C2C1NC1=C(C=C(C=C1)C)F)C=1CCN(CC1)C(=O)OC(C)(C)C)OC (tert-Butyl 4-{3-(aminocarbonyl)-4-[(2-fluoro-4-methylphenyl)amino]-7-methoxycinnolin-6-yl}-3,6-dihydropyridine-1(2H)-carboxylate). Yield: 95.7%. Reaction SMILES: Cl.Br[C:3]1[CH:4]=[C:5]2[C:10](=[CH:11][C:12]=1[O:13][CH3:14])[N:9]=[N:8][C:7]([C:15]([NH2:17])=[O:16])=[C:6]2[NH:18][C:19]1[CH:24]=[CH:23][C:22]([CH3:25])=[CH:21][C:20]=1[F:26].CC1(C)C(C)(C)OB([C:35]2[CH2:40][CH2:39][N:38]([C:41]([O:43][C:44]([CH3:47])([CH3:46])[CH3:45])=[O:42])[CH2:37][CH:36]=2)O1.P([O-])([O-])([O-])=O.[K+].[K+].[K+].C1(P(C2CCCCC2)C2C=CC=CC=2C2C(OC)=CC=CC=2OC)CCCCC1>C(O)CCC.O.C1C=CC(/C=C/C(/C=C/C2C=CC=CC=2)=O)=CC=1.C1C=CC(/C=C/C(/C=C/C2C=CC=CC=2)=O)=CC=1.C1C=CC(/C=C/C(/C=C/C2C=CC=CC=2)=O)=CC=1.[Pd].[Pd]>[NH2:17][C:15]([C:7]1[N:8]=[N:9][C:10]2[C:5]([C:6]=1[NH:18][C:19]1[CH:24]=[CH:23][C:22]([CH3:25])=[CH:21][C:20]=1[F:26])=[CH:4][C:3]([C:35]1[CH2:40][CH2:39][N:38]([C:41]([O:43][C:44]([CH3:47])([CH3:46])[CH3:45])=[O:42])[CH2:37][CH:36]=1)=[C:12]([O:13][CH3:14])[CH:11]=2)=[O:16] |f:0.1,3.4.5.6,10.11.12.13.14|. Procedure details: A mixture of 6-bromo-4-(2-fluoro-4-methylphenylamino)-7-methoxycinnoline-3-carboxamide hydrochloride (Example 54, 1.40 g, 3.169 mmol), tert-butyl 4-(4,4,5,5-tetramethyl-1,3,2-dioxaborolan-2-yl)-5,6-dihydropyridine-1(2H)-carboxylate (1.47 g, 4.75 mmol), tripotassium phosphate (2.018 g, 9.51 mmol), dicyclohexyl(2′,6′-dimethoxybiphenyl-2-yl)phosphine (0.260 g, 0.63 mmol) and tris(dibenzylideneacetone)dipalladium(0) (0.29 g, 0.32 mmol) in n-butanol (4.53 ml) and water (1.81 ml) was stirred under N2 ... Starting materials: [Na] (sodium), C1(=CCCCC1)C1=CC=C(C=C1)O (p-(1-cyclohexenyl)-phenol), C(C)OC(C(CCCCCCCCCC)Br)=O (α-bromo-dodecanoic acid ethyl ester). Run in C(C)O (ethanol), C(C)O (ethanol), C(C)O (ethanol). Conditions: temperature 50 celsius. Product: C(C)OC(C(CCCCCCCCCC)OC1=CC=C(C=C1)C1=CCCCC1)=O (α-[p-(1-cyclohexenyl)-phenoxy]-dodecanoic acid ethyl ester). RXN SMILES: [Na].[C:2]1([C:8]2[CH:13]=[CH:12][C:11]([OH:14])=[CH:10][CH:9]=2)[CH2:7][CH2:6][CH2:5][CH2:4][CH:3]=1.[CH2:15]([O:17][C:18](=[O:31])[CH:19](Br)[CH2:20][CH2:21][CH2:22][CH2:23][CH2:24][CH2:25][CH2:26][CH2:27][CH2:28][CH3:29])[CH3:16]>C(O)C>[CH2:15]([O:17][C:18](=[O:31])[CH:19]([O:14][C:11]1[CH:10]=[CH:9][C:8]([C:2]2[CH2:7][CH2:6][CH2:5][CH2:4][CH:3]=2)=[CH:13][CH:12]=1)[CH2:20][CH2:21][CH2:22][CH2:23][CH2:24][CH2:25][CH2:26][CH2:27][CH2:28][CH3:29])[CH3:16] |^1:0|. Reported procedure: To a solutuion of 1.6 g of sodium in 100 ml of absolute ethanol are added initially 10 g of p-(1-cyclohexenyl)-phenol in a small amount of absolute ethanol at room temperature under anhydrous conditions and with stirring. 26 Grams of α-bromo-dodecanoic acid ethyl ester are then added dropwise and the mixture is maintained at 50° C for 24 hours. The ethanol is subsequently stripped off in vacuo and the residue is partitioned between water and ice-cold N sodium hydroxide solutuion. The organic pha... The solvent is alcohol. Reported procedure: 20.0 g of trans-2,3-dihydro-2-(4-hydroxy-3-methoxyphenyl)-7-methoxy-3-methyl-5-(E)-propenylbenzofuran and 21.3 g of 3,4-dimethyl-5-phenyl-1,3-oxazolidine are held in 200 ml of absolute alcohol for 60 hours at 70° C. and subsequently the solvent and excess 3,4-dimethyl-5-phenyl-1,3-oxazolidine are removed, finally in vacuum. After purification by means of a chromatographic column there is obtained 9.1 g of N-(5-(trans-2,3-dihydro-7-methoxy-3-methyl-5-(E)-propenyl-benzofuran-2-yl)-2-hydroxy-3-meth... Starting materials: OC1=C(C=C(C=C1)[C@@H]1OC2=C([C@H]1C)C=C(C=C2OC)\C=C\C)OC (trans-2,3-dihydro-2-(4-hydroxy-3-methoxyphenyl)-7-methoxy-3-methyl-5-(E)-propenylbenzofuran), CN1COC(C1C)C1=CC=CC=C1 (3,4-dimethyl-5-phenyl-1,3-oxazolidine). Product: COC1=CC(=CC=2[C@H]([C@@H](OC21)C=2C=C(C(=C(C2)CN(C)C(C(C2=CC=CC=C2)O)C)O)OC)C)\C=C\C (N-(5-(trans-2,3-dihydro-7-methoxy-3-methyl-5-(E)-propenyl-benzofuran-2-yl)-2-hydroxy-3-methoxyphenylmethyl)-N-(1-hydroxy-1-phenyl-2-propyl)-N-methylamin). The yield is 29.5%. RXN SMILES: [OH:1][C:2]1[CH:7]=[CH:6][C:5]([C@H:8]2[C@H:12]([CH3:13])[C:11]3[CH:14]=[C:15](/[CH:20]=[CH:21]/[CH3:22])[CH:16]=[C:17]([O:18][CH3:19])[C:10]=3[O:9]2)=[CH:4][C:3]=1[O:23][CH3:24].[CH3:25][N:26]1[CH:30]([CH3:31])[CH:29]([C:32]2[CH:37]=[CH:36][CH:35]=[CH:34][CH:33]=2)[O:28][CH2:27]1>>[CH3:19][O:18][C:17]1[C:10]2[O:9][C@@H:8]([C:5]3[CH:4]=[C:3]([O:23][CH3:24])[C:2]([OH:1])=[C:7]([CH2:27][N:26]([CH:30]([CH3:31])[CH:29]([OH:28])[C:32]4[CH:37]=[CH:36][CH:35]=[CH:34][CH:33]=4)[CH3:25])[CH:6]=3)[C@H:12]([CH3:13])[C:11]=2[CH:14]=[C:15](/[CH:20]=[CH:21]/[CH3:22])[CH:16]=1. The reactants are C(C)(C)(C)OC(=O)N[C@@H]1CN(CC1)S(=O)(=O)C=1C=2C(=CN=CC2C=CC1)Cl ((S)-3-(tert-Butoxycarbonylamino)-1-(4-chloro-5-isoquinolinesulfonyl)-pyrrolidine), C(C)(C)(C)OC(=O)NC1CN(CC1)S(=O)(=O)C=1C=2C(=CN=CC2C=CC1)Br ((R/S)-3-(tert-Butoxycarbonylamino)-1-(4-bromo-5-isoquinolinesulfonyl)pyrrolidine). Yields the product N[C@@H]1CN(CC1)S(=O)(=O)C=1C=2C(=CN=C(C2C=CC1)O)Cl ((S)-3-Amino-1-(1-hydroxy-4-chloro-5-isoquinolinesulfonyl)pyrrolidine), Cl (hydrochloride). Reaction SMILES: C(OC([NH:8][C@H:9]1[CH2:13][CH2:12][N:11]([S:14]([C:17]2[C:18]3[C:19]([Cl:27])=[CH:20][N:21]=[CH:22][C:23]=3[CH:24]=[CH:25][CH:26]=2)(=[O:16])=[O:15])[CH2:10]1)=O)(C)(C)C.C([O:32]C(NC1CCN(S(C2C3C(Br)=CN=CC=3C=CC=2)(=O)=O)C1)=O)(C)(C)C>>[NH2:8][C@H:9]1[CH2:13][CH2:12][N:11]([S:14]([C:17]2[C:18]3[C:19]([Cl:27])=[CH:20][N:21]=[C:22]([OH:32])[C:23]=3[CH:24]=[CH:25][CH:26]=2)(=[O:16])=[O:15])[CH2:10]1.[ClH:27]. Procedure: Intermediate 16a was used in the method of Example 6, Step A instead of Intermediate 1, then the resultant was used in the method of Step B in a similar manner, and then the title compound was obtained as hydrochloride according to the method described in Example 7. The reactants are CCCCc1c(C#N)cn(-c2ccc(C(=O)OCC)cc2)c1C, CCO, Cl, [Li+], [OH-], O, O. Yields the product CCCCc1c(C#N)cn(-c2ccc(C(=O)O)cc2)c1C. As a reaction SMILES: [CH2:1]([CH3:2])[O:3][C:4]([c:5]1[cH:6][cH:7][c:8](-[n:11]2[c:12]([CH3:22])[c:13]([CH2:18][CH2:19][CH2:20][CH3:21])[c:14]([C:16]#[N:17])[cH:15]2)[cH:9][cH:10]1)=[O:23].[CH3:28][CH2:29][OH:30].[ClH:27].[Li+:26].[OH-:25].[OH2:24].[OH2:31]>>[O:3]=[C:4]([c:5]1[cH:6][cH:7][c:8](-[n:11]2[c:12]([CH3:22])[c:13]([CH2:18][CH2:19][CH2:20][CH3:21])[c:14]([C:16]#[N:17])[cH:15]2)[cH:9][cH:10]1)[OH:23]. The reactants are CO, [Na+], [OH-], COC(=O)c1ccc2sncc2c1. The product is O=C(O)c1ccc2sncc2c1. As a reaction SMILES: [CH3:16][OH:17].[Na+:15].[OH-:14].[s:1]1[n:2][cH:3][c:4]2[c:5]1[cH:6][cH:7][c:8]([C:10](=[O:11])[O:12][CH3:13])[cH:9]2>>[s:1]1[n:2][cH:3][c:4]2[c:5]1[cH:6][cH:7][c:8]([C:10](=[O:11])[OH:12])[cH:9]2. Reactants: O1C=CC=2CN(CCC21)C(CCC2=CC(=CC=C2)CCC2=CC=CC=C2)=O (1-(6,7-dihydro-4H-furo[3,2-c]pyridin-5-yl)-3-(3-phenethylphenyl) propan-1-one), CNC (dimethylamine), C=O (formaldehyde). Solvent: C(C)(=O)O (acetic acid). Reaction conditions: temperature 100 celsius, time 15 minute. The product is CN(C)CC1=CC=2CN(CCC2O1)C(CCC1=CC(=CC=C1)CCC1=CC=CC=C1)=O (1-(2-dimethylaminomethyl-6,7-dihydro-4H-furo[3,2-c]pyridin-5-yl)-3-(3-phenethylphenyl)propan-1-one). Reaction SMILES: [O:1]1[C:9]2[CH2:8][CH2:7][N:6]([C:10](=[O:27])[CH2:11][CH2:12][C:13]3[CH:18]=[CH:17][CH:16]=[C:15]([CH2:19][CH2:20][C:21]4[CH:26]=[CH:25][CH:24]=[CH:23][CH:22]=4)[CH:14]=3)[CH2:5][C:4]=2[CH:3]=[CH:2]1.[CH3:28][NH:29][CH3:30].[CH2:31]=O>C(O)(=O)C>[CH3:28][N:29]([CH2:31][C:2]1[O:1][C:9]2[CH2:8][CH2:7][N:6]([C:10](=[O:27])[CH2:11][CH2:12][C:13]3[CH:18]=[CH:17][CH:16]=[C:15]([CH2:19][CH2:20][C:21]4[CH:26]=[CH:25][CH:24]=[CH:23][CH:22]=4)[CH:14]=3)[CH2:5][C:4]=2[CH:3]=1)[CH3:30]. Procedure: To a solution of 0.331 g (0.921 mmol) of 1-(6,7-dihydro-4H-furo[3,2-c]pyridin-5-yl)-3-(3-phenethylphenyl) propan-1-one in 20 ml of acetic acid, 0.10 g (1.1 mmol) of 50% aqueous dimethylamine and 0.09 g (1.1 mmol) of 37% aqueous formaldehyde were added, followed by stirring at 100° C. for 15 minutes. After the solvent was distilled off under reduced pressure, the residual solution was alkalified with aqueous sodium hydroxide and extracted with dichloromethane 3 times. The combined organic layer w...